This data is from the Open Reaction Database (ORD), a public repository of structured organic reaction records. The task is: describe an organic reaction: reactants, conditions, products, and yield Starting materials: N1N=CC=C1 (1H-pyrazole), BrC1=CC=C(C=C1)C1=CC=CC=C1 (4-bromo-1,1′-biphenyl). Yields the product C1(=CC=C(C=C1)N1N=CC=C1)C1=CC=CC=C1 (1-biphenyl-4-yl-1H-pyrazole). Reaction SMILES: [NH:1]1[CH:5]=[CH:4][CH:3]=[N:2]1.Br[C:7]1[CH:12]=[CH:11][C:10]([C:13]2[CH:18]=[CH:17][CH:16]=[CH:15][CH:14]=2)=[CH:9][CH:8]=1>>[C:10]1([C:13]2[CH:14]=[CH:15][CH:16]=[CH:17][CH:18]=2)[CH:11]=[CH:12][C:7]([N:1]2[CH:5]=[CH:4][CH:3]=[N:2]2)=[CH:8][CH:9]=1. Procedure details: Following general procedure A (90° C., 30 hours), 1H-pyrazole (205 mg, 3.0 mmol) is coupled with 4-bromo-1,1′-biphenyl (446 mg, 2.0 mmol). The crude brown oil is purified by flash chromatography on silica gel (eluent: dichloromethane/hexanes=50/50) to provide 410 mg (93% isolated yield) of the desired product as a white crystal. Starting materials: COC(=O)CCC=CCCC1C(O[Si](C)(C)C(C)(C)C)COC1c1cccnc1, CO, Cl. Yields the product COC(=O)CCC=CCCC1C(O)COC1c1cccnc1. As a reaction SMILES: [C:1]([Si:2]([CH3:3])([CH3:4])[O:6][CH:7]1[CH:8]([CH2:18][CH2:19][CH:20]=[CH:21][CH2:22][CH2:23][C:24](=[O:25])[O:26][CH3:27])[CH:9]([c:12]2[cH:13][n:14][cH:15][cH:16][cH:17]2)[O:10][CH2:11]1)([CH3:5])([CH3:28])[CH3:29].[CH3:31][OH:32].[ClH:30]>>[OH:6][CH:7]1[CH:8]([CH2:18][CH2:19][CH:20]=[CH:21][CH2:22][CH2:23][C:24](=[O:25])[O:26][CH3:27])[CH:9]([c:12]2[cH:13][n:14][cH:15][cH:16][cH:17]2)[O:10][CH2:11]1. RXN SMILES: [C:4]1(=[O:5])[N:8]([CH2:9][c:10]2[cH:11][c:12]([C:18]([CH3:19])=[O:20])[cH:13][cH:14][c:15]2[O:16][CH3:17])[C:6](=[O:7])[c:21]2[cH:22][cH:23][cH:24][cH:25][c:26]21.[CH3:28][OH:29].[ClH:27].[NH2:2][NH2:3].[O:30]1[CH2:31][CH2:32][CH2:33][CH2:34]1.[OH2:1]>>[NH2:8][CH2:9][c:10]1[cH:11][c:12]([C:18]([CH3:19])=[O:20])[cH:13][cH:14][c:15]1[O:16][CH3:17]. Reactants: COc1ccc(C(C)=O)cc1CN1C(=O)c2ccccc2C1=O, CO, Cl, NN, C1CCOC1, O. Yields the product COc1ccc(C(C)=O)cc1CN. Starting materials: C1(=CC=CC=C1)C=1N=C(SC1)C1(CCOCC1)CN ((4-(4-phenylthiazol-2-yl)tetrahydro-2H-pyran-4-yl)methanamine), C(#N)C=1C=C(C(=O)O)C=C(C1)C1=NOC(=N1)C(F)(F)F (3-cyano-5-(5-(trifluoromethyl)-1,2,4-oxadiazol-3-yl)benzoic acid). Yields the product C(#N)C=1C=C(C(=O)NCC2(CCOCC2)C=2SC=C(N2)C2=CC=CC=C2)C=C(C1)C1=NOC(=N1)C(F)(F)F (3-Cyano-N-((4-(4-phenylthiazol-2-yl)tetrahydro-2H-pyran-4-yl)methyl)-5-(5-(trifluoromethyl)-1,2,4-oxadiazol-3-yl)benzamide). The yield is 30.0%. Reaction SMILES: [C:1]1([C:7]2[N:8]=[C:9]([C:12]3([CH2:18][NH2:19])[CH2:17][CH2:16][O:15][CH2:14][CH2:13]3)[S:10][CH:11]=2)[CH:6]=[CH:5][CH:4]=[CH:3][CH:2]=1.[C:20]([C:22]1[CH:23]=[C:24]([CH:28]=[C:29]([C:31]2[N:35]=[C:34]([C:36]([F:39])([F:38])[F:37])[O:33][N:32]=2)[CH:30]=1)[C:25](O)=[O:26])#[N:21]>>[C:20]([C:22]1[CH:23]=[C:24]([CH:28]=[C:29]([C:31]2[N:35]=[C:34]([C:36]([F:38])([F:39])[F:37])[O:33][N:32]=2)[CH:30]=1)[C:25]([NH:19][CH2:18][C:12]1([C:9]2[S:10][CH:11]=[C:7]([C:1]3[CH:2]=[CH:3][CH:4]=[CH:5][CH:6]=3)[N:8]=2)[CH2:13][CH2:14][O:15][CH2:16][CH2:17]1)=[O:26])#[N:21]. Reported procedure: This compound was synthesized from (4-(4-phenylthiazol-2-yl)tetrahydro-2H-pyran-4-yl)methanamine and 3-cyano-5-(5-(trifluoromethyl)-1,2,4-oxadiazol-3-yl)benzoic acid as described in example 8 step 6 (25 mg, yield 30%): 1H NMR (400 MHz, MeOD) δ 8.63 (t, J=1.6 Hz, 1H), 8.52 (t, J=1.5 Hz, 1H), 8.25 (t, J=1.6 Hz, 1H), 7.87-7.85 (m, 2H), 7.81 (s, 1H), 7.32-7.28 (m, 2H), 7.25-7.21 (m, 1H), 3.97-3.92 (m, 2H), 3.71 (s, 2H), 3.62-3.58 (td, J=11.4 Hz, 2.1 Hz, 2H), 2.48-2.44 (d, J=13.3 Hz, 2H), 2.11-2.04 (... Run in C(C)(=O)OCC (ethyl acetate). Reaction SMILES: Cl[C:2]1[C:11]2[C:6](=[CH:7][C:8]([O:14][CH2:15][CH2:16][CH2:17][N:18]3[CH2:23][CH2:22][O:21][CH2:20][CH2:19]3)=[C:9]([O:12][CH3:13])[CH:10]=2)[N:5]=[CH:4][C:3]=1[C:24]#[N:25].[NH2:26][C:27]1[C:28]([CH3:34])=[CH:29][C:30]([OH:33])=[CH:31][CH:32]=1.Cl.N1C=CC=CC=1.C(OCCO)C.C(=O)(O)[O-].[Na+]>C(OCC)(=O)C>[OH:33][C:30]1[CH:31]=[CH:32][C:27]([NH:26][C:2]2[C:11]3[C:6](=[CH:7][C:8]([O:14][CH2:15][CH2:16][CH2:17][N:18]4[CH2:23][CH2:22][O:21][CH2:20][CH2:19]4)=[C:9]([O:12][CH3:13])[CH:10]=3)[N:5]=[CH:4][C:3]=2[C:24]#[N:25])=[C:28]([CH3:34])[CH:29]=1 |f:2.3,5.6|. Product: OC1=CC(=C(C=C1)NC1=C(C=NC2=CC(=C(C=C12)OC)OCCCN1CCOCC1)C#N)C (4-(4-Hydroxy-2-methyl-phenylamino)-6-methoxy-7-(3-morpholin-4-yl-propoxy)-quinoline-3-carbonitrile). Procedure details: A mixture of 0.3 g of 4chloro-6-methoxy-7-(3-morpholin-4-yl-propoxy)-quinoline-3-carbonitrile derivative, 0.12 g of 4amino-m-cresol, 0.1 g of pyridine hydrochloride and 4 ml of 2-ethoxy ethanol was stirred under nitrogen at reflux temperature for 1.5 hr. The mixture was cooled and added to the mixture of ethyl acetate and saturated solution of sodium bicarbonate, stirred for 15 minutes. Following separation of layers, the organic layer was dried over anhydrous sodium sulfate, filtered and filtra... Reactants: ClC1=C(C=NC2=CC(=C(C=C12)OC)OCCCN1CCOCC1)C#N (4chloro-6-methoxy-7-(3-morpholin-4-yl-propoxy)-quinoline-3-carbonitrile), NC=1C(=CC(=CC1)O)C (4amino-m-cresol), Cl.N1=CC=CC=C1 (pyridine hydrochloride), C(C)OCCO (2-ethoxy ethanol), C([O-])(O)=O.[Na+] (sodium bicarbonate). Isolated yield 61.8%.